This data is from the Open Reaction Database (ORD), a public repository of structured organic reaction records. The task is: describe an organic reaction: reactants, conditions, products, and yield The reactants are O=C(Br)CBr, O=C([O-])O, CCOC(C)=O, NC(Cc1ccc(C(F)(F)F)cc1)C(O)c1ccc(F)cc1, [Na+], O. Product: O=C(CBr)NC(Cc1ccc(C(F)(F)F)cc1)C(O)c1ccc(F)cc1. RXN SMILES: [Br:23][CH2:24][C:25](=[O:26])[Br:27].[C:28](=[O:29])([O-:30])[OH:31].[CH3:33][CH2:34][O:35][C:36](=[O:37])[CH3:38].[F:1][c:2]1[cH:3][cH:4][c:5]([CH:8]([CH:9]([CH2:10][c:11]2[cH:12][cH:13][c:14]([C:17]([F:18])([F:19])[F:20])[cH:15][cH:16]2)[NH2:21])[OH:22])[cH:6][cH:7]1.[Na+:32].[OH2:39]>>[F:1][c:2]1[cH:3][cH:4][c:5]([CH:8]([CH:9]([CH2:10][c:11]2[cH:12][cH:13][c:14]([C:17]([F:18])([F:19])[F:20])[cH:15][cH:16]2)[NH:21][C:25]([CH2:24][Br:23])=[O:26])[OH:22])[cH:6][cH:7]1.